Dataset: the Open Reaction Database (ORD), a public repository of structured organic reaction records. Task: describe an organic reaction: reactants, conditions, products, and yield The reactants are C(C1=CC=CC=C1)OC=1C=CC(=NC1)N1CCNCC1 (1-[5-(benzyloxy)pyridin-2-yl]piperazine), C(Cl)Cl (CH2Cl2), ClCC1=NC2=C(N1)C=CC=C2 (2-chloromethyl-1H-benzoimidazole), C(C)#N (acetonitrile). Procedure details: The product from Example 29C and 2-chloromethyl-1H-benzoimidazole (0.88 mg) were combined and dissolved in DMF (7 mL)/triethylamine (1.5 mL). After stirring at 23° C. for 2 hours, the mixture was treated with acetonitrile (20 mL) and then allowed to stir for 24 hours. The reaction mixture was partitioned between CH2Cl2 (100 mL)/n-butanol (5 mL) and water (800 mL)/NH4OH (5 mL). The organic phase was separated, dried over Na2SO4, filtered, and the filtrate concentrated under reduced pressure. The ... As a reaction SMILES: [CH2:1]([O:8][C:9]1[CH:10]=[CH:11][C:12]([N:15]2[CH2:20][CH2:19][NH:18][CH2:17][CH2:16]2)=[N:13][CH:14]=1)[C:2]1[CH:7]=[CH:6][CH:5]=[CH:4][CH:3]=1.Cl[CH2:22][C:23]1[NH:27][C:26]2[CH:28]=[CH:29][CH:30]=[CH:31][C:25]=2[N:24]=1.C(#N)C.C(Cl)Cl>CN(C=O)C.C(N(CC)CC)C.CO>[CH2:1]([O:8][C:9]1[CH:10]=[CH:11][C:12]([N:15]2[CH2:20][CH2:19][N:18]([CH2:22][C:23]3[NH:27][C:26]4[CH:28]=[CH:29][CH:30]=[CH:31][C:25]=4[N:24]=3)[CH2:17][CH2:16]2)=[N:13][CH:14]=1)[C:2]1[CH:3]=[CH:4][CH:5]=[CH:6][CH:7]=1. Conditions: temperature 23 celsius, time 2 hour. Yields the product C(C1=CC=CC=C1)OC=1C=CC(=NC1)N1CCN(CC1)CC1=NC2=C(N1)C=CC=C2 (2-({4-[5-(benzyloxy)pyridin-2-yl]piperazin-1-yl}methyl)-1H-benzimidazole). The solvent is CO (methanol), CN(C)C=O (DMF), C(C)N(CC)CC (triethylamine). The reactants are C(C)(C)(C)OC(=O)N1[C@H](CN[C@H](C1)C)C (cis-1-(tert-butoxycarbonyl)-2,5-dimethylpiperazine), ClS(=O)(=O)C1=C2C(=CN=CC2=CC=C1)C (5-chlorosulfonyl-4-methylisoquinoline). The product is Cl.Cl.C[C@@H]1N(C[C@@H](NC1)C)S(=O)(=O)C1=C2C(=CN=CC2=CC=C1)C (Cis-2,5-Dimethyl-1-[(4-methyl-5-isoquinolinyl)sulfonyl]piperazine dihydrochloride). Yield: 51.3%. RXN SMILES: C(OC([N:8]1[CH2:13][C@H:12]([CH3:14])[NH:11][CH2:10][C@@H:9]1[CH3:15])=O)(C)(C)C.[Cl:16][S:17]([C:20]1[CH:29]=[CH:28][CH:27]=[C:26]2[C:21]=1[C:22]([CH3:30])=[CH:23][N:24]=[CH:25]2)(=[O:19])=[O:18]>>[ClH:16].[ClH:16].[CH3:15][C@H:9]1[CH2:10][NH:11][C@@H:12]([CH3:14])[CH2:13][N:8]1[S:17]([C:20]1[CH:29]=[CH:28][CH:27]=[C:26]2[C:21]=1[C:22]([CH3:30])=[CH:23][N:24]=[CH:25]2)(=[O:18])=[O:19] |f:2.3.4|. Reported procedure: Using 0.43 g of cis-1-(tert-butoxycarbonyl)-2,5-dimethylpiperazine and 0.48 g of 5-chlorosulfonyl-4-methylisoquinoline, the procedure of Example 1 was otherwise repeated to provide 0.2 g of the objective compound (white crystals).